From a dataset of the Open Reaction Database (ORD), a public repository of structured organic reaction records. describe an organic reaction: reactants, conditions, products, and yield Reactants: O=C([O-])[O-], CCOC(=O)CCc1cc(C(=O)O)ccc1O, CC(=O)OC(C)=O, CN(C)C=O, CCOC(C)=O, Cl, [K+], [K+], O. Yields the product CCOC(=O)CCc1cc(C(=O)O)ccc1OC(C)=O. RXN SMILES: [C:18](=[O:19])([O-:20])[O-:21].[CH2:1]([CH3:2])[O:3][C:4]([CH2:5][CH2:6][c:7]1[cH:8][c:9]([C:10](=[O:11])[OH:12])[cH:13][cH:14][c:15]1[OH:16])=[O:17].[CH3:24][C:25](=[O:26])[O:27][C:28](=[O:29])[CH3:30].[CH3:32][N:33]([CH3:34])[CH:35]=[O:36].[CH3:38][CH2:39][O:40][C:41](=[O:42])[CH3:43].[ClH:31].[K+:22].[K+:23].[OH2:37]>>[CH2:1]([CH3:2])[O:3][C:4]([CH2:5][CH2:6][c:7]1[cH:8][c:9]([C:10](=[O:11])[OH:12])[cH:13][cH:14][c:15]1[O:16][C:25]([CH3:24])=[O:26])=[O:17]. Reactants: C1(CCCCC1)C=1C=2C=CC(=CC2N2C1C1=C(CN(C(C2)=O)CCN(C)C)C=CC=C1)C(=O)OC (methyl 14-cyclohexyl-6-[2-(dimethylamino)ethyl]-7-oxo-5,6,7,8-tetrahydroindolo[2,1-a][2,5]benzodiazocine-11-carboxylate), B(Br)(Br)Br (BBr3). The solvent is C(Cl)Cl (DCM), C(Cl)Cl (DCM). Run at time 30 minute. Yields the product C1(CCCCC1)C=1C=2C=CC(=CC2N2C1C1=C(CN(C(C2)=O)CCN(C)C)C=CC=C1)C(=O)O (14-cyclohexyl-6-[2-(dimethylamino)ethyl]-7-oxo-5,6,7,8-tetrahydroindolo[2,1-a][2.5]benzodiazocine-11-carboxylic acid). Isolated yield 20.0%. Reaction SMILES: [CH:1]1([C:7]2[C:8]3[CH:9]=[CH:10][C:11]([C:32]([O:34]C)=[O:33])=[CH:12][C:13]=3[N:14]3[CH2:21][C:20](=[O:22])[N:19]([CH2:23][CH2:24][N:25]([CH3:27])[CH3:26])[CH2:18][C:17]4[CH:28]=[CH:29][CH:30]=[CH:31][C:16]=4[C:15]=23)[CH2:6][CH2:5][CH2:4][CH2:3][CH2:2]1.B(Br)(Br)Br>C(Cl)Cl>[CH:1]1([C:7]2[C:8]3[CH:9]=[CH:10][C:11]([C:32]([OH:34])=[O:33])=[CH:12][C:13]=3[N:14]3[CH2:21][C:20](=[O:22])[N:19]([CH2:23][CH2:24][N:25]([CH3:27])[CH3:26])[CH2:18][C:17]4[CH:28]=[CH:29][CH:30]=[CH:31][C:16]=4[C:15]=23)[CH2:6][CH2:5][CH2:4][CH2:3][CH2:2]1. Reported procedure: To a solution of methyl 14-cyclohexyl-6-[2-(dimethylamino)ethyl]-7-oxo-5,6,7,8-tetrahydroindolo[2,1-a][2,5]benzodiazocine-11-carboxylate in DCM (0.02 M) was added dropwise a solution of BBr3 in DCM (1 M). The solution was stirred at RT for 30 min. Volatiles were removed in vacuo. The crude was then purified by automated RP-MS-HPLC (stationary phase: column Waters XTERRA prep. C18, 5 um, 19×100 mm. Mobile phase: MeCN/H2O buffered with 0.1% TFA). Fractions containing the pure compound were combine... Reactants: FC=1C=C(C=CC1)C1=NN2C(C=CC(=C2)C(F)(F)F)=C1C1=CC=C(C=C1)S(=O)(=O)N (4-[2-(3-fluoro-phenyl)-6-trifluoromethyl-pyrazolo[1,5-a]pyridin-3-yl]benzenesulfonamide), C(C)(=O)OCC(=O)Cl (acetoxyacetyl chloride). The reagents and catalysts are CN(C1=CC=NC=C1)C (4-dimethylaminopyridine). Solvent: C(C)(C)N(CC)C(C)C (diisopropylethylamine). The product is C(C)(=O)OCC(=O)NS(=O)(=O)C1=CC=C(C=C1)C=1C(=NN2C1C=CC(=C2)C(F)(F)F)C2=CC(=CC=C2)F (2-[({4-[2-(3-Fluorophenyl)-6-(trifluoromethyl)pyrazolo[1,5-a]pyridin-3-yl]phenyl}sulfonyl)amino]-2-oxoethyl acetate). Reaction SMILES: [F:1][C:2]1[CH:3]=[C:4]([C:8]2[C:20]([C:21]3[CH:26]=[CH:25][C:24]([S:27]([NH2:30])(=[O:29])=[O:28])=[CH:23][CH:22]=3)=[C:11]3[CH:12]=[CH:13][C:14]([C:16]([F:19])([F:18])[F:17])=[CH:15][N:10]3[N:9]=2)[CH:5]=[CH:6][CH:7]=1.[C:31]([O:34][CH2:35][C:36](Cl)=[O:37])(=[O:33])[CH3:32]>CN(C)C1C=CN=CC=1.C(N(C(C)C)CC)(C)C>[C:31]([O:34][CH2:35][C:36]([NH:30][S:27]([C:24]1[CH:25]=[CH:26][C:21]([C:20]2[C:8]([C:4]3[CH:5]=[CH:6][CH:7]=[C:2]([F:1])[CH:3]=3)=[N:9][N:10]3[CH:15]=[C:14]([C:16]([F:17])([F:18])[F:19])[CH:13]=[CH:12][C:11]=23)=[CH:22][CH:23]=1)(=[O:29])=[O:28])=[O:37])(=[O:33])[CH3:32]. Reported procedure: By using 4-[2-(3-fluoro-phenyl)-6-trifluoromethyl-pyrazolo[1,5-a]pyridin-3-yl]benzenesulfonamide (0.15 g 0.35 mmol), diisopropylethylamine (Aldrich) (150 μl ), 4-dimethylaminopyridine (0.04 g 0.32 mmol) and acetoxyacetyl chloride (Aldrich) (0.109 g 0.8 mmol), the title compound was obtained in the manner of Example 19 as a white solid (0.14 g 75%). The reactants are CC(C)(C)c1ccc(S(=O)(=O)Cl)cc1, C1CCOC1, CC(C)C(=O)Nc1cccc(C2CCN(CCCN)CC2)c1. Yields the product CC(C)C(=O)Nc1cccc(C2CCN(CCCNS(=O)(=O)c3ccc(C(C)(C)C)cc3)CC2)c1. As a reaction SMILES: [C:23]([CH3:24])([CH3:25])([CH3:26])[c:27]1[cH:28][cH:29][c:30]([S:33](=[O:34])(=[O:35])[Cl:36])[cH:31][cH:32]1.[CH2:37]1[O:38][CH2:39][CH2:40][CH2:41]1.[NH2:1][CH2:2][CH2:3][CH2:4][N:5]1[CH2:6][CH2:7][CH:8]([c:11]2[cH:12][c:13]([NH:17][C:18]([CH:19]([CH3:20])[CH3:21])=[O:22])[cH:14][cH:15][cH:16]2)[CH2:9][CH2:10]1>>[NH:1]([CH2:2][CH2:3][CH2:4][N:5]1[CH2:6][CH2:7][CH:8]([c:11]2[cH:12][c:13]([NH:17][C:18]([CH:19]([CH3:20])[CH3:21])=[O:22])[cH:14][cH:15][cH:16]2)[CH2:9][CH2:10]1)[S:33]([c:30]1[cH:29][cH:28][c:27]([C:23]([CH3:24])([CH3:25])[CH3:26])[cH:32][cH:31]1)(=[O:34])=[O:35]. Reactants: C1=CC(=C2C=CC3=CC=CC4=CC=C1C2=C34)SC3=C(C=O)C=CC=C3 (2-(pyrene-3-ylthio)-benzaldehyde), [I-].C[P+](C1=CC=CC=C1)(C1=CC=CC=C1)C1=CC=CC=C1 (Methyl triphenylphosphonium iodide), [K] (potassium), [O-]CCCC (butoxide), C([O-])(O)=O.[Na+] (sodium bicarbonate). Solvent: C1CCOC1 (THF). Reaction conditions: time 10 minute. Yields the product C1=CC(=C2C=CC3=CC=CC4=CC=C1C2=C34)SC3=C(C=CC=C3)C=C ((pyrene-3-yl)-(2-vinylphenyl)sulfane). The yield is 67.6%. As a reaction SMILES: [I-].[CH3:2][P+](C1C=CC=CC=1)(C1C=CC=CC=1)C1C=CC=CC=1.[K].[O-]CCCC.[CH:28]1[C:41]2[C:42]3=[C:43]4[C:38](=[CH:39][CH:40]=2)[CH:37]=[CH:36][CH:35]=[C:34]4[CH:33]=[CH:32][C:31]3=[C:30]([S:44][C:45]2[CH:52]=[CH:51][CH:50]=[CH:49][C:46]=2[CH:47]=O)[CH:29]=1.C(=O)(O)[O-].[Na+]>C1COCC1>[CH:28]1[C:41]2[C:42]3=[C:43]4[C:38](=[CH:39][CH:40]=2)[CH:37]=[CH:36][CH:35]=[C:34]4[CH:33]=[CH:32][C:31]3=[C:30]([S:44][C:45]2[CH:52]=[CH:51][CH:50]=[CH:49][C:46]=2[CH:47]=[CH2:2])[CH:29]=1 |f:0.1,5.6,^1:21|. Procedure: Methyl triphenylphosphonium iodide (250 mg, 0.62 mmol) was dissolved in 20 mL of dry THF at 0° C. under dry nitrogen. To the mixture was added in one portion potassium tort-butoxide (75 mg, 0.66 mmol) and was stirred for 10 min at room temperature. 2-(pyrene-3-ylthio)-benzaldehyde (150 mg, 0.44 mmol) was added in one portion at 0° C. and the reaction mixture was stirred for additional 5 h at room temperature. The mixture was added to 50 mL of saturated sodium bicarbonate solution, and extracted ... The reactants are Cl (HCl), ClC1=NC=NC(=C1CC1=C(C=CC=C1OC)OC)Cl (4,6-dichloro-5-(2,6-dimethoxybenzyl)pyrimidine), [K+].C(=C)C1=CC=C(C=C1)S(=O)(=O)[NH-] (p-vinylbenzenesulfonamide monopotassium salt), sulfonamide, potassium t-butylate. Solvent: CO (MeOH), CN(C=O)C (dimethylformamide). Run at temperature 100 celsius. Yields the product ClC1=C(C(=NC=N1)NS(=O)(=O)C1=CC=C(C=C1)C=C)CC1=C(C=CC=C1OC)OC (N-(6-chloro-5-(2,6-dimethoxy-benzyl)-4-pyrimidinyl)-p-vinylbenzenesulfonamide). Isolated yield 21.0%. RXN SMILES: Cl[C:2]1[C:7]([CH2:8][C:9]2[C:14]([O:15][CH3:16])=[CH:13][CH:12]=[CH:11][C:10]=2[O:17][CH3:18])=[C:6]([Cl:19])[N:5]=[CH:4][N:3]=1.[K+].[CH:21]([C:23]1[CH:28]=[CH:27][C:26]([S:29]([NH-:32])(=[O:31])=[O:30])=[CH:25][CH:24]=1)=[CH2:22].Cl>CO.CN(C)C=O>[Cl:19][C:6]1[N:5]=[CH:4][N:3]=[C:2]([NH:32][S:29]([C:26]2[CH:27]=[CH:28][C:23]([CH:21]=[CH2:22])=[CH:24][CH:25]=2)(=[O:30])=[O:31])[C:7]=1[CH2:8][C:9]1[C:14]([O:15][CH3:16])=[CH:13][CH:12]=[CH:11][C:10]=1[O:17][CH3:18] |f:1.2|. Procedure details: A mixture of 80 mg of 4,6-dichloro-5-(2,6-dimethoxybenzyl)pyrimidine and 170 mg of p-vinylbenzenesulfonamide monopotassium salt (J. Am. Chem. Soc. 1956, 78, 2169) from the corresponding sulfonamide with potassium t-butylate in absolute MeOH and 10 ml of dimethylformamide was heated at 100° C. for 6 hours. Thereafter, the mixture was left to cool to 25° C. overnight. Now, 30 ml of 0.5N HCl were added to the reaction solution while stirring. The precipitated substance was removed by filtration und... Reactants: N1C(NC(C12CCCCC2)=O)=O (1,3-diazaspiro[4,5]decane-2,4-dione), [H-].[Na+] (sodium hydride), CI (methyl iodide). Run in CN(C=O)C (dimethylformamide). Reaction conditions: temperature 50 celsius. The product is CN1C(NC2(C1=O)CCCCC2)=O (3-Methyl-1,3-diazaspiro[4,5]decane-2,4-dione). RXN SMILES: [NH:1]1[C:5]2([CH2:10][CH2:9][CH2:8][CH2:7][CH2:6]2)[C:4](=[O:11])[NH:3][C:2]1=[O:12].[H-].[Na+].[CH3:15]I>CN(C)C=O>[CH3:15][N:3]1[C:4](=[O:11])[C:5]2([CH2:10][CH2:9][CH2:8][CH2:7][CH2:6]2)[NH:1][C:2]1=[O:12] |f:1.2|. Procedure: 1,3-diazaspiro[4,5]decane-2,4-dione (4.0 g 0.078 mole) J. Prakt. Chem. 141 5-43 (1934) was added to a suspension of sodium hydride (1.14 g 50% oil dispersion) in dimethylformamide and heated at 50° C. for 1 hour, cooled, methyl iodide added (1.63 ml. 1.1 eq) and the mixture heated at 50° C. The dimethylformamide was removed under reduced pressure and the residue partitioned between ethyl acetate and brine. The organic extract was washed with water, dried (MgSO4), evaporated to dryness and the cr... Reactants: C(C1=CC=CC=C1)N1C[C@H](OCC1)CC1=CC(=C(C=C1)OCC1CC1)Cl (N-Benzyl-(R)-2-(4-cyclopropylmethoxy-3-chlorobenzyl)morpholine), 1-chloro-ethyl-chloroformate. The solvent is ClCCCl (1,2-dichloroethane). Reaction conditions: temperature 85 celsius. Yields the product ClC=1C=C(C[C@@H]2CNCCO2)C=CC1OCC1CC1 ((R)-2-(3-chloro-4-cyclopropylmethoxybenzyl)morpholine), example 27. As a reaction SMILES: C([N:8]1[CH2:13][CH2:12][O:11][C@H:10]([CH2:14][C:15]2[CH:20]=[CH:19][C:18]([O:21][CH2:22][CH:23]3[CH2:25][CH2:24]3)=[C:17]([Cl:26])[CH:16]=2)[CH2:9]1)C1C=CC=CC=1>ClCCCl>[Cl:26][C:17]1[CH:16]=[C:15]([CH:20]=[CH:19][C:18]=1[O:21][CH2:22][CH:23]1[CH2:25][CH2:24]1)[CH2:14][C@H:10]1[O:11][CH2:12][CH2:13][NH:8][CH2:9]1. Procedure: Sodium hydride (50 mg, 1.25 mmol) was washed twice with isohexane and then suspended in anhydrous N,N-dimethyl formamide (0.5 mL), under an atmosphere of nitrogen and cooled to 0° C. Then cyclopropylmethanol (90 mg, 1.25 mmol) was added. When effervescence had finished intermediate (a), N-Benzyl-(R)-2-(3-chloro-4-fluorobenzyl)morpholine (0.10 g, 0.31 mmol) was added as a solution in N,N-dimethyl formamide (1.0 mL). The reaction was then warmed to 100° C. (bath temperature) for 6 hrs and cooled t...